Task: describe an organic reaction: reactants, conditions, products, and yield. Dataset: the Open Reaction Database (ORD), a public repository of structured organic reaction records Starting materials: CN1CCNCC1, CC(C)O, Cc1ccccc1, COc1ccccc1, [Cl-], [Cl-], [Cl-], [Cl-], [NH4+], [OH-], [Ti+4], O=C1Nc2cscc2Nc2ccccc21. The product is CN1CCN(C2=Nc3cscc3Nc3ccccc32)CC1. As a reaction SMILES: [CH3:1][N:2]1[CH2:3][CH2:4][NH:5][CH2:6][CH2:7]1.[CH3:38][CH:39]([OH:40])[CH3:41].[CH3:42][c:43]1[cH:44][cH:45][cH:46][cH:47][cH:48]1.[CH3:8][O:9][c:10]1[cH:11][cH:12][cH:13][cH:14][cH:15]1.[Cl-:33].[Cl-:34].[Cl-:35].[Cl-:36].[NH4+:31].[OH-:32].[Ti+4:37].[cH:16]1[s:17][cH:18][c:19]2[c:25]1[NH:24][C:23](=[O:26])[c:22]1[c:21]([cH:30][cH:29][cH:28][cH:27]1)[NH:20]2>>[CH3:1][N:2]1[CH2:3][CH2:4][N:5]([C:23]2=[N:24][c:25]3[cH:16][s:17][cH:18][c:19]3[NH:20][c:21]3[c:22]2[cH:27][cH:28][cH:29][cH:30]3)[CH2:6][CH2:7]1. The reactants are Cl (HCl), I.CSN1C=NCC2=C(C1)C=CC=C2 (2-methylthio-2,5-dihydro-1H-2,4-benzodiazepine hydroiodide), C1(=CC=CC=C1)C(CN)C1=CC=CC=C1 (2,2-diphenylethylamine), C(C)(C)O (isopropanol). Run in CO (methanol). Run at temperature 0 celsius, time 30 minute. The product is Cl.C1(=CC=CC=C1)C(CNC1=NCC2=C(CN1)C=CC=C2)C2=CC=CC=C2 (3-(2,2-diphenylethylamino)-2,5-dihydro-1H-2,4-benzodiazepine hydrochloride). Reaction SMILES: I.CS[N:4]1[CH2:10][C:9]2[CH:11]=[CH:12][CH:13]=[CH:14][C:8]=2[CH2:7][N:6]=[CH:5]1.[C:15]1([CH:21]([C:24]2[CH:29]=[CH:28][CH:27]=[CH:26][CH:25]=2)[CH2:22][NH2:23])[CH:20]=[CH:19][CH:18]=[CH:17][CH:16]=1.C(O)(C)C.[ClH:34]>CO>[ClH:34].[C:24]1([CH:21]([C:15]2[CH:16]=[CH:17][CH:18]=[CH:19][CH:20]=2)[CH2:22][NH:23][C:5]2[NH:4][CH2:10][C:9]3[CH:11]=[CH:12][CH:13]=[CH:14][C:8]=3[CH2:7][N:6]=2)[CH:25]=[CH:26][CH:27]=[CH:28][CH:29]=1 |f:0.1,6.7|. Procedure: A flask containing 2-methylthio-2,5-dihydro-1H-2,4-benzodiazepine hydroiodide (3.20 g 1.00×10-2 mole) and 2,2-diphenylethylamine (5.91 g, 3.00×10-2 mole) was immersed in an oil bath which had been preheated to ca. 155° C. The reaction was stirred at between 150°-160° C. for ca. 30 minutes. The resulting solid mass was treated with isopropanol and that which did not dissolve was collected by filtration. This guanidine hydroiodide was dissolved in a two phase mixture of 5 molar aqueous NaOH (80 ml...